describe an organic reaction: reactants, conditions, products, and yield From a dataset of the Open Reaction Database (ORD), a public repository of structured organic reaction records. RXN SMILES: [C:27](=[O:28])([O-:29])[O-:30].[CH3:1][O:2][C:3]([c:4]1[cH:5][c:6]([Br:13])[c:7]([O:11][CH3:12])[c:8]([F:10])[cH:9]1)=[O:14].[Cl:15][c:16]1[cH:17][c:18]([B:24]([OH:25])[OH:26])[cH:19][cH:20][c:21]1[O:22][CH3:23].[Cs+:31].[Cs+:32].[O:33]=[CH:34][N:35]([CH3:36])[CH3:37].[OH2:115].[Pd:38].[c:39]1([P:40]([c:41]2[cH:42][cH:43][cH:44][cH:45][cH:46]2)[c:47]2[cH:48][cH:49][cH:50][cH:51][cH:52]2)[cH:53][cH:54][cH:55][cH:56][cH:57]1.[c:58]1([P:59]([c:60]2[cH:61][cH:62][cH:63][cH:64][cH:65]2)[c:66]2[cH:67][cH:68][cH:69][cH:70][cH:71]2)[cH:72][cH:73][cH:74][cH:75][cH:76]1.[c:77]1([P:78]([c:79]2[cH:80][cH:81][cH:82][cH:83][cH:84]2)[c:85]2[cH:86][cH:87][cH:88][cH:89][cH:90]2)[cH:91][cH:92][cH:93][cH:94][cH:95]1.[c:96]1([P:97]([c:98]2[cH:99][cH:100][cH:101][cH:102][cH:103]2)[c:104]2[cH:105][cH:106][cH:107][cH:108][cH:109]2)[cH:110][cH:111][cH:112][cH:113][cH:114]1>>[CH3:1][O:2][C:3]([c:4]1[cH:5][c:6](-[c:18]2[cH:17][c:16]([Cl:15])[c:21]([O:22][CH3:23])[cH:20][cH:19]2)[c:7]([O:11][CH3:12])[c:8]([F:10])[cH:9]1)=[O:14]. The reactants are O=C([O-])[O-], COC(=O)c1cc(F)c(OC)c(Br)c1, COc1ccc(B(O)O)cc1Cl, [Cs+], [Cs+], CN(C)C=O, O, [Pd], c1ccc(P(c2ccccc2)c2ccccc2)cc1, c1ccc(P(c2ccccc2)c2ccccc2)cc1, c1ccc(P(c2ccccc2)c2ccccc2)cc1, c1ccc(P(c2ccccc2)c2ccccc2)cc1. The product is COC(=O)c1cc(F)c(OC)c(-c2ccc(OC)c(Cl)c2)c1. The product is Cc1cc(Oc2nc(C3(c4ccc(Cl)cc4)CC3)ns2)c(C)cc1N. RXN SMILES: [C:11](=[O:12])([O-:13])[O-:14].[CH3:1][c:2]1[c:3]([NH2:4])[cH:5][c:6]([CH3:10])[c:7]([OH:9])[cH:8]1.[CH3:42][C:43]#[N:44].[Cl:17][c:18]1[cH:19][cH:20][c:21]([C:24]2([c:27]3[n:28][s:29][c:30]([S:32]([c:33]4[cH:34][cH:35][c:36]([CH3:37])[cH:38][cH:39]4)(=[O:40])=[O:41])[n:31]3)[CH2:25][CH2:26]2)[cH:22][cH:23]1.[K+:15].[K+:16]>>[CH3:1][c:2]1[c:3]([NH2:4])[cH:5][c:6]([CH3:10])[c:7]([O:9][c:30]2[s:29][n:28][c:27]([C:24]3([c:21]4[cH:20][cH:19][c:18]([Cl:17])[cH:23][cH:22]4)[CH2:25][CH2:26]3)[n:31]2)[cH:8]1. The reactants are O=C([O-])[O-], Cc1cc(O)c(C)cc1N, CC#N, Cc1ccc(S(=O)(=O)c2nc(C3(c4ccc(Cl)cc4)CC3)ns2)cc1, [K+], [K+]. Reactants: C(C)(C)(C)OC([C@H]1N(CCC1)C(CCSC(=S)NC)=O)=O (1-[3-[[(Methylamino)thiocarbonyl]thio]propanoyl]-L-proline tertbutyl ester). Solvent: C1(=CC=CC=C1)OC (anisole), FC(C(=O)O)(F)F (trifluoroacetic acid). Yields the product CNC(=S)SCCC(=O)N1[C@H](C(=O)O)CCC1 (1-[3-[[(methylamino)thiocarbonyl]thio]propanoyl]-L-proline). As a reaction SMILES: C([O:5][C:6](=[O:21])[C@@H:7]1[CH2:11][CH2:10][CH2:9][N:8]1[C:12](=[O:20])[CH2:13][CH2:14][S:15][C:16]([NH:18][CH3:19])=[S:17])(C)(C)C>C1(OC)C=CC=CC=1.FC(F)(F)C(O)=O>[CH3:19][NH:18][C:16]([S:15][CH2:14][CH2:13][C:12]([N:8]1[CH2:9][CH2:10][CH2:11][C@H:7]1[C:6]([OH:21])=[O:5])=[O:20])=[S:17]. Procedure details: 1-[3-[[(Methylamino)thiocarbonyl]thio]propanoyl]-L-proline tertbutyl ester (0.98 g) is dissolved in a mixture of anisole (3.6 ml) and trifluoroacetic acid (7.5 ml). After one hour at room temperature the mixture is concentrated to dryness in vacuo and the residue precipitated from ether-hexane three times. This material is chromatographed on a column of silica gel with a solvent mixture of benzene-acetic acid (75:25) to yield 1-[3-[[(methylamino)thiocarbonyl]thio]propanoyl]-L-proline, Rf = 0.4 [... Starting materials: Cl.COC=1C=C(C[C@@H]2N[C@@H](CC2)CCC2=CC=C(C=C2)OC)C=CC1OC (cis-2-(3,4-dimethoxybenzyl)-5-[2-(4-methoxyphenyl)ethyl]pyrrolidine hydrochloride), B(Br)(Br)Br (boron tribromide), B(Br)(Br)Br (boron tribromide). Solvent: C(Cl)Cl (methylene chloride). Product: Br.OC=1C=C(C[C@@H]2N[C@@H](CC2)CCC2=CC=C(C=C2)O)C=CC1O (Cis-2-(3,4-dihydroxybenzyl)-5-[2-(4-hydroxyphenyl)ethyl]pyrrolidine hydrobromide). RXN SMILES: Cl.C[O:3][C:4]1[CH:5]=[C:6]([CH:23]=[CH:24][C:25]=1[O:26]C)[CH2:7][C@H:8]1[CH2:12][CH2:11][C@@H:10]([CH2:13][CH2:14][C:15]2[CH:20]=[CH:19][C:18]([O:21]C)=[CH:17][CH:16]=2)[NH:9]1.B(Br)(Br)[Br:29]>C(Cl)Cl>[BrH:29].[OH:3][C:4]1[CH:5]=[C:6]([CH:23]=[CH:24][C:25]=1[OH:26])[CH2:7][C@H:8]1[CH2:12][CH2:11][C@@H:10]([CH2:13][CH2:14][C:15]2[CH:20]=[CH:19][C:18]([OH:21])=[CH:17][CH:16]=2)[NH:9]1 |f:0.1,4.5|. Procedure: To a cold solution of 3 g. (0.008 mole ) of cis-2-(3,4-dimethoxybenzyl)-5-[2-(4-methoxyphenyl)ethyl]pyrrolidine hydrochloride in 50 ml. of methylene chloride was added dropwise 8 g. (0.032 mole) of boron tribromide at -60° C. After addition of boron tribromide was finished, the cold bath was removed, and the reaction mixture was gradually warmed up to room temperature over a period of about one and a half hours. The mixture was then cooled again in a Dry Ice-acetone bath and 25 ml. of methanol w... Product: COCC1CC(c2ncc(-c3ccc4c(c3)COc3cc5c(ccc6nc(C7CCCN7)[nH]c65)cc3-4)[nH]2)N(C(=O)OC(C)(C)C)C1. As a reaction SMILES: [CH2:1]([O:2][C:3](=[O:4])[N:11]1[CH:12]([c:16]2[n:17][c:18]3[c:19]([nH:20]2)[c:21]2[cH:22][c:23]4[c:24]([cH:25][c:26]2[cH:27][cH:28]3)-[c:29]2[cH:30][cH:31][c:32](-[c:37]3[cH:38][n:39][c:40]([CH:42]5[N:43]([C:50](=[O:51])[O:52][C:53]([CH3:54])([CH3:55])[CH3:56])[CH2:44][CH:45]([CH2:47][O:48][CH3:49])[CH2:46]5)[nH:41]3)[cH:33][c:34]2[CH2:35][O:36]4)[CH2:13][CH2:14][CH2:15]1)[c:5]1[cH:6][cH:7][cH:8][cH:9][cH:10]1.[CH3:62][CH2:63][OH:64].[Na+:61].[O-:57][C:58]([OH:59])=[O:60]>>[NH:11]1[CH:12]([c:16]2[n:17][c:18]3[c:19]([nH:20]2)[c:21]2[cH:22][c:23]4[c:24]([cH:25][c:26]2[cH:27][cH:28]3)-[c:29]2[cH:30][cH:31][c:32](-[c:37]3[cH:38][n:39][c:40]([CH:42]5[N:43]([C:50](=[O:51])[O:52][C:53]([CH3:54])([CH3:55])[CH3:56])[CH2:44][CH:45]([CH2:47][O:48][CH3:49])[CH2:46]5)[nH:41]3)[cH:33][c:34]2[CH2:35][O:36]4)[CH2:13][CH2:14][CH2:15]1. Starting materials: COCC1CC(c2ncc(-c3ccc4c(c3)COc3cc5c(ccc6nc(C7CCCN7C(=O)OCc7ccccc7)[nH]c65)cc3-4)[nH]2)N(C(=O)OC(C)(C)C)C1, CCO, [Na+], O=C([O-])O. Starting materials: FC1=C(C=CC(=C1)I)C (2-fluoro-4-iodo-1-methylbenzene), BrN1C(CCC1=O)=O (N-bromosuccinimide), 2,21-azobisiso-butyronitrile. Solvent: CC(=O)C (acetone). Product: BrCC1=C(C=C(C=C1)I)F (1-(bromomethyl)-2-fluoro-4-iodobenzene), FC1=C(C=CC(=C1)I)C (2-fluoro-4-iodo-1-methylbenzene). Yield: 17.0%. RXN SMILES: [F:1][C:2]1[CH:7]=[C:6]([I:8])[CH:5]=[CH:4][C:3]=1[CH3:9].[Br:10]N1C(=O)CCC1=O>CC(C)=O>[Br:10][CH2:9][C:3]1[CH:4]=[CH:5][C:6]([I:8])=[CH:7][C:2]=1[F:1].[F:1][C:2]1[CH:7]=[C:6]([I:8])[CH:5]=[CH:4][C:3]=1[CH3:9]. Procedure: To a solution of 2-fluoro-4-iodo-1-methylbenzene (50 g, 210 mmol) in anhydrous acetone (490 mL) was added N-bromosuccinimide (42 g, 230 mmol) and 2,21-azobisiso-butyronitrile (100 mg, 0.60 mmol). The resulting solution was heated to reflux and maintained under reflux conditions for 5 h. The reaction was then cooled, concentrated, and filtered. The filtrate was concentrated, and the resulting dark red residue was purified by flash column chromatography (10% ethyl acetate in hexanes) to afford a 4... Starting materials: O=C([O-])O, Cc1c(N2CCC(N)C2)c(F)cc2c(=O)c(C(=O)O)cn(C3CC3)c12, O=CO, O=C[O-], [Na+], [Na+], O. The product is CNC1CCN(c2c(F)cc3c(=O)c(C(=O)O)cn(C4CC4)c3c2C)C1. Reaction SMILES: [C:33](=[O:34])([O-:35])[OH:36].[CH:1]1([n:4]2[cH:5][c:6]([C:23](=[O:24])[OH:25])[c:7](=[O:22])[c:8]3[cH:9][c:10]([F:21])[c:11]([N:15]4[CH2:16][CH:17]([NH2:20])[CH2:18][CH2:19]4)[c:12]([CH3:14])[c:13]23)[CH2:2][CH2:3]1.[CH:26]([OH:27])=[O:28].[CH:29]([O-:30])=[O:31].[Na+:32].[Na+:37].[OH2:38]>>[CH:1]1([n:4]2[cH:5][c:6]([C:23](=[O:24])[OH:25])[c:7](=[O:22])[c:8]3[cH:9][c:10]([F:21])[c:11]([N:15]4[CH2:16][CH:17]([NH:20][CH3:26])[CH2:18][CH2:19]4)[c:12]([CH3:14])[c:13]23)[CH2:2][CH2:3]1. Reactants: ClC=1C(=CC(=NC1)C(=O)O)C1=CC(=CC=C1)Cl (5-chloro-4-(3-chlorophenyl)-pyridine-2-carboxylic acid), N[C@H](C(=O)N)CC(C)C ((2S)-2-amino-4-methyl-pentanamide). Product: C(N)(=O)[C@H](CC(C)C)NC(=O)C1=NC=C(C(=C1)C1=CC(=CC=C1)Cl)Cl (5-Chloro-4-(3-chloro-phenyl)-pyridine-2-carboxylic acid ((S)-1-carbamoyl-3-methyl-butyl)-amide). As a reaction SMILES: [Cl:1][C:2]1[C:3]([C:11]2[CH:16]=[CH:15][CH:14]=[C:13]([Cl:17])[CH:12]=2)=[CH:4][C:5]([C:8]([OH:10])=O)=[N:6][CH:7]=1.[NH2:18][C@@H:19]([CH2:23][CH:24]([CH3:26])[CH3:25])[C:20]([NH2:22])=[O:21]>>[C:20]([C@@H:19]([NH:18][C:8]([C:5]1[CH:4]=[C:3]([C:11]2[CH:16]=[CH:15][CH:14]=[C:13]([Cl:17])[CH:12]=2)[C:2]([Cl:1])=[CH:7][N:6]=1)=[O:10])[CH2:23][CH:24]([CH3:26])[CH3:25])(=[O:21])[NH2:22]. Procedure details: The title compound was synthesized in analogy to Example 1, using 5-chloro-4-(3-chlorophenyl)-pyridine-2-carboxylic acid and (2S)-2-amino-4-methyl-pentanamide (CAN 687-51-4) as starting materials and isolated (8 mg, 21%) as colorless oil; MS (ESI, m/z): 380.1, 382.1 (MH+). The reactants are C(C1=CC=CC=C1)OC(=O)N[C@@H](CCCNC(=O)OC(C)(C)C)C(=O)O ((S)-N2-(benzyloxycarbonyl)-N5-(tert-butyloxycarbonyl)-ornithine), N1CCCC1 (pyrrolidine). Product: C(C1=CC=CC=C1)OC(=O)N[C@@H](CCCNC(=O)OC(C)(C)C)C(N1CCCC1)=O ((S)-N4-(Benzyloxycarbonyl)-N1-(tert-butyloxycarbonyl)-5-oxo-5-(1-pyrrolidinyl)-1,4-pentanediamine). As a reaction SMILES: [CH2:1]([O:8][C:9]([NH:11][C@H:12]([C:24]([OH:26])=O)[CH2:13][CH2:14][CH2:15][NH:16][C:17]([O:19][C:20]([CH3:23])([CH3:22])[CH3:21])=[O:18])=[O:10])[C:2]1[CH:7]=[CH:6][CH:5]=[CH:4][CH:3]=1.[NH:27]1[CH2:31][CH2:30][CH2:29][CH2:28]1>>[CH2:1]([O:8][C:9]([NH:11][C@H:12]([C:24](=[O:26])[N:27]1[CH2:31][CH2:30][CH2:29][CH2:28]1)[CH2:13][CH2:14][CH2:15][NH:16][C:17]([O:19][C:20]([CH3:21])([CH3:22])[CH3:23])=[O:18])=[O:10])[C:2]1[CH:3]=[CH:4][CH:5]=[CH:6][CH:7]=1. Procedure: Starting from (S)-N2-(benzyloxycarbonyl)-N5-(tert-butyloxycarbonyl)-ornithine and pyrrolidine, the expected product is obtained according to the procedure described in Step A of Example 3. Reactants: S(=O)(=O)(C1=CC=C(C)C=C1)N (tosylamine), CC(=O)O (HOAc). The reagents and catalysts are [Zn] (Zn). Yields the product C12(C=CC(CC1)C2)C(=O)O (norbornene carboxylic acid). Isolated yield 96.8%. RXN SMILES: S(N)([C:4]1[CH:10]=[CH:9][C:7]([CH3:8])=[CH:6][CH:5]=1)(=O)=O.C[C:13]([OH:15])=[O:14]>[Zn]>[C:4]12([C:13]([OH:15])=[O:14])[CH2:8][CH:7]([CH2:9][CH2:10]1)[CH:6]=[CH:5]2. Reported procedure: Compound 4 (27.0 g; 0,062 mole) and Zn° (16.2 g; 0,249 mol) were combined in HOAc (100 ml) and heated to reflux for one half hour. The reaction mixture was cooled and filtered through Celite®. The filtrate was concentrated and the residue suspended in H2O, whereupon the oil crystallized. The solid was filtered, washed with H2O and suction dried to yield 18.4 g (96.8%) of Compound 5 as a white solid.